Task: describe an organic reaction: reactants, conditions, products, and yield. Dataset: the Open Reaction Database (ORD), a public repository of structured organic reaction records Starting materials: [N+](=O)([O-])C1=CC=C(C=C1)S (4-nitrothiophenol), ClCCCCO (4-chloro-1-butanol), C([O-])([O-])=O.[K+].[K+] (potassium carbonate). Solvent: C(OC)COC (dimethoxyethane). The product is [N+](=O)([O-])C1=CC=C(C=C1)SCCCCO (4-[(4-nitrophenyl)thio]butanol). Reaction SMILES: [N+:1]([C:4]1[CH:9]=[CH:8][C:7]([SH:10])=[CH:6][CH:5]=1)([O-:3])=[O:2].Cl[CH2:12][CH2:13][CH2:14][CH2:15][OH:16].C(=O)([O-])[O-].[K+].[K+]>C(COC)OC>[N+:1]([C:4]1[CH:9]=[CH:8][C:7]([S:10][CH2:12][CH2:13][CH2:14][CH2:15][OH:16])=[CH:6][CH:5]=1)([O-:3])=[O:2] |f:2.3.4|. Procedure details: A mixture of 4-nitrothiophenol (0.11 mol), 4-chloro-1-butanol (0.09 mol), and potassium carbonate (0.1 mol) in dimethoxyethane (100 mL) is heated at reflux temperature for 18 hrs. The mixture is filtered and the filtrate is concentrated to dryness. The residue is dissolved in methylene chloride and washed with 10% sodium hydroxide. The chloroform solution is dried and concentrated to obtain the title compound. Starting materials: O=C1CC2COCC(C1)N2C(=O)OC(C)(C)C (tert-butyl 7-oxo-3-oxa-9-azabicyclo[3.3.1]nonane-9-carboxylate), NO.Cl (NH2OH.HCl). The solvent is CCO (EtOH). The product is ON=C1CC2COCC(C1)N2C(=O)OC(C)(C)C (tert-butyl 7-hydroxyimino-3-oxa-9-azabicyclo[3.3.1]nonane-9-carboxylate). RXN SMILES: O=[C:2]1[CH2:9][CH:8]2[N:10]([C:11]([O:13][C:14]([CH3:17])([CH3:16])[CH3:15])=[O:12])[CH:4]([CH2:5][O:6][CH2:7]2)[CH2:3]1.[NH2:18][OH:19].Cl>CCO>[OH:19][N:18]=[C:2]1[CH2:9][CH:8]2[N:10]([C:11]([O:13][C:14]([CH3:17])([CH3:16])[CH3:15])=[O:12])[CH:4]([CH2:5][O:6][CH2:7]2)[CH2:3]1 |f:1.2|. Procedure details: A solution of tert-butyl 7-oxo-3-oxa-9-azabicyclo[3.3.1]nonane-9-carboxylate (482 mg, 2 mmol, 1.0 eq) and NH2OH.HCl (462 mg, 3 mmol, 3.0 eq) in EtOH (10 mL) was refluxed for 2 h. The reaction mixture was concentrated to give tert-butyl 7-hydroxyimino-3-oxa-9-azabicyclo[3.3.1]nonane-9-carboxylate 104b as a white solid, which was used in next step without further purification. MS: calc'd (MH+) 267, measured (MH+) 267. The reactants are COc1cc(C(=O)Cl)cc(OC)c1OC, ClC(Cl)Cl, CN1CC(N)CN1C. The product is COc1cc(C(=O)NC2CN(C)N(C)C2)cc(OC)c1OC. RXN SMILES: [CH3:9][O:10][c:11]1[cH:12][c:13]([C:14](=[O:15])[Cl:16])[cH:17][c:18]([O:22][CH3:23])[c:19]1[O:20][CH3:21].[CH:24]([Cl:25])([Cl:26])[Cl:27].[NH2:1][CH:2]1[CH2:3][N:4]([CH3:8])[N:5]([CH3:7])[CH2:6]1>>[NH:1]([CH:2]1[CH2:3][N:4]([CH3:8])[N:5]([CH3:7])[CH2:6]1)[C:14]([c:13]1[cH:12][c:11]([O:10][CH3:9])[c:19]([O:20][CH3:21])[c:18]([O:22][CH3:23])[cH:17]1)=[O:15]. The reactants are C1(=CC=CC=C1)P(C1=CC=CC=C1)C1=CC=CC=C1 (triphenylphosphine), FC1=CC=C(C=C1)C=1OCC(N1)CO ([2-(4-fluorophenyl)-1,3-oxazolin-4-yl]methan-1-ol), C(Br)(Br)(Br)Br (Carbon tetrabromide). Run in N1=CC=CC=C1 (pyridine). Yields the product BrCC1N=C(OC1)C1=CC=C(C=C1)F (4-(bromomethyl)-2-(4-fluorophenyl)-1,3-oxazoline). Yield: 46.5%. As a reaction SMILES: [F:1][C:2]1[CH:7]=[CH:6][C:5]([C:8]2[O:9][CH2:10][CH:11]([CH2:13]O)[N:12]=2)=[CH:4][CH:3]=1.C1(P(C2C=CC=CC=2)C2C=CC=CC=2)C=CC=CC=1.C(Br)(Br)(Br)[Br:35]>N1C=CC=CC=1>[Br:35][CH2:13][CH:11]1[CH2:10][O:9][C:8]([C:5]2[CH:6]=[CH:7][C:2]([F:1])=[CH:3][CH:4]=2)=[N:12]1. Reported procedure: To a solution of [2-(4-fluorophenyl)-1,3-oxazolin-4-yl]methan-1-ol (500 mg, 2.5 mmol) in pyridine (30 ml) cooled to 0° under inert conditions was added triphenylphosphine (1.3 g, 5.0 mmol). Carbon tetrabromide (817 mg, 2.5 mmol) was added in 4 fractions (˜200 mg each). The reaction mixture was stirred at zero degrees until all starting material was consumed, as shown by TLC (1:1 EtOAc:Hexanes). Methanol (˜5 ml) was added to quench the reaction. The solution was evaporated under reduced pressure,... Reactants: CN(C)C=O, [H-], CI, [Na+], O, c1ccc(N2CCNCC2)cc1. Product: CN1CCN(c2ccccc2)CC1. As a reaction SMILES: [CH3:18][N:19]([CH3:20])[CH:21]=[O:22].[H-:1].[I:15][CH3:16].[Na+:2].[OH2:17].[c:3]1([N:9]2[CH2:10][CH2:11][NH:12][CH2:13][CH2:14]2)[cH:4][cH:5][cH:6][cH:7][cH:8]1>>[c:3]1([N:9]2[CH2:10][CH2:11][N:12]([CH3:16])[CH2:13][CH2:14]2)[cH:4][cH:5][cH:6][cH:7][cH:8]1. The reactants are ClCCCN1C(C=CC2=CC=CC=C12)=O (1-(3-chloropropyl)-1H-quinolin-2-one), C(=O)([O-])[O-].[K+].[K+] (K2CO3), C(CCC)C1CCNCC1 (4-butylpiperidine), CC#N (CH3CN). Run in CCOC(=O)C (EtOAc). Run at temperature 50 celsius, time 60 hour. Product: C(CCC)C1CCN(CC1)CCCN1C(C=CC2=CC=CC=C12)=O (1-[3-(4-Butylpiperidin-1-yl)propyl]-1H-quinolin-2-one). The yield is 49.0%. Reaction SMILES: Cl[CH2:2][CH2:3][CH2:4][N:5]1[C:14]2[C:9](=[CH:10][CH:11]=[CH:12][CH:13]=2)[CH:8]=[CH:7][C:6]1=[O:15].C([O-])([O-])=O.[K+].[K+].[CH2:22]([CH:26]1[CH2:31][CH2:30][NH:29][CH2:28][CH2:27]1)[CH2:23][CH2:24][CH3:25].CC#N>CCOC(C)=O>[CH2:22]([CH:26]1[CH2:31][CH2:30][N:29]([CH2:2][CH2:3][CH2:4][N:5]2[C:14]3[C:9](=[CH:10][CH:11]=[CH:12][CH:13]=3)[CH:8]=[CH:7][C:6]2=[O:15])[CH2:28][CH2:27]1)[CH2:23][CH2:24][CH3:25] |f:1.2.3|. Procedure details: A 7 mL vial was charged with 1-(3-chloropropyl)-1H-quinolin-2-one (0.450 g, 2.0 mmol), K2CO3 (0.34 g, 2.5 mmol), KI (0.42 g, 2.5 mmol), 4-butylpiperidine (0.30 g, 2.1 mmol) and dry CH3CN (3 mL). The mixture was shaken at 50° C. for 60 h and thereafter diluted with EtOAc (50 mL) and washed with water (50 mL). The water phase was extracted with EtOAc (2×50 mL). The combined organic phase was dried over Na2SO4, filtered, and concentrated under reduced pressure. The residue was purified by flash CC ... Starting materials: CC(C1OCC(C)(C)CO1)C1CCC2C3=CC=C4CC(O)CC(O)C4(C)C3CCC21C, CC(C1OCCO1)C1CCC2C3=CC=C4CC(O)CC(O)C4(C)C3CCC21C. The product is CC(C=O)C1CCC2C3=CC=C4CC(O)CC(O)C4(C)C3CCC21C. As a reaction SMILES: [CH3:29][C:30]1([CH3:31])[CH2:32][O:33][CH:34]([CH:35]([CH:36]2[C:37]3([CH3:38])[CH:39]([C:40]4=[CH:54][CH:53]=[C:46]5[C:44]([CH3:45])([CH:41]4[CH2:42][CH2:43]3)[CH:51]([OH:52])[CH2:50][CH:48]([OH:49])[CH2:47]5)[CH2:55][CH2:56]2)[CH3:57])[O:58][CH2:59]1.[O:1]1[CH:2]([CH:6]([CH3:7])[CH:8]2[CH2:9][CH2:10][CH:11]3[C:12]4=[CH:13][CH:14]=[C:15]5[CH2:16][CH:17]([OH:28])[CH2:18][CH:19]([OH:27])[C:20]5([CH3:21])[CH:22]4[CH2:23][CH2:24][C:25]23[CH3:26])[O:5][CH2:4][CH2:3]1>>[O:1]=[CH:2][CH:6]([CH3:7])[CH:8]1[CH2:9][CH2:10][CH:11]2[C:12]3=[CH:13][CH:14]=[C:15]4[CH2:16][CH:17]([OH:28])[CH2:18][CH:19]([OH:27])[C:20]4([CH3:21])[CH:22]3[CH2:23][CH2:24][C:25]12[CH3:26].